This data is from the Open Reaction Database (ORD), a public repository of structured organic reaction records. The task is: describe an organic reaction: reactants, conditions, products, and yield Starting materials: BrC(C)C (2-bromo-propane), [N+](=O)([O-])C=1C=C2C(=NNC(C2=CC1)=O)Br (6-nitro-4-bromo-2H-phthalazin-1-one), [N+](=O)([O-])C1=CC=C2C(=NNC(C2=C1)=O)Br (7-nitro-4-bromo-2H-phthalazin-1-one), [H-].[Na+] (NaH), [H-].[Na+] (NaH). Solvent: CN(C)C=O (DMF), CN(C)C=O (DMF), CN(C)C=O (DMF). Reaction conditions: time 30 minute. Yields the product [N+](=O)([O-])C1=CC=C2C(=NN(C(C2=C1)=O)C(C)C)Br (7-Nitro-2-isopropyl-4-bromo-2H-phthalazin-1-one). Yield: 40.0%. Reaction SMILES: [N+]([C:4]1[CH:5]=C2C(=C[CH:13]=1)C(=O)NN=C2Br)([O-])=O.[N+:16]([C:19]1[CH:28]=[C:27]2[C:22]([C:23]([Br:30])=[N:24][NH:25][C:26]2=[O:29])=[CH:21][CH:20]=1)([O-:18])=[O:17].[H-].[Na+].BrC(C)C>CN(C=O)C>[N+:16]([C:19]1[CH:28]=[C:27]2[C:22]([C:23]([Br:30])=[N:24][N:25]([CH:4]([CH3:5])[CH3:13])[C:26]2=[O:29])=[CH:21][CH:20]=1)([O-:18])=[O:17] |f:2.3|. Procedure details: A mixture of 6-nitro-4-bromo-2H-phthalazin-1-one and 7-nitro-4-bromo-2H-phthalazin-1-one (84 g, 0.31 mol) was dissolved in DMF (400 ml). To this was added NaH (60%, 7.5 g, 0.31 mol) as a DMF suspension (200 ml). The mixture was stirred at RT for 30 min then 2-bromo-propane (7.7 g, 62 mmol) was added in one portion as a solution in DMF (250 ml). The reaction mixture was stirred for 24 hours whereupon LC-MS showed 40% starting material remaining. To this was added NaH (3.75 g, 0.15 mol) and the re... Reactants: C1CCNC1, CCO, O=C1Nc2cccnc2N(C(=O)CCCCl)c2ccccc21, [Na+], [Na+], O=C([O-])[O-], C1COCCO1. Yields the product O=C1Nc2cccnc2N(C(=O)CCCN2CCCC2)c2ccccc21. Reaction SMILES: [CH2:23]1[CH2:24][CH2:25][NH:26][CH2:27]1.[CH3:34][CH2:35][OH:36].[Cl:1][CH2:2][CH2:3][CH2:4][C:5](=[O:6])[N:7]1[c:8]2[c:9]([cH:19][cH:20][cH:21][n:22]2)[NH:10][C:11](=[O:18])[c:12]2[c:13]1[cH:14][cH:15][cH:16][cH:17]2.[Na+:28].[Na+:29].[O-:30][C:31](=[O:32])[O-:33].[O:37]1[CH2:38][CH2:39][O:40][CH2:41][CH2:42]1>>[CH2:2]([CH2:3][CH2:4][C:5](=[O:6])[N:7]1[c:8]2[c:9]([cH:19][cH:20][cH:21][n:22]2)[NH:10][C:11](=[O:18])[c:12]2[c:13]1[cH:14][cH:15][cH:16][cH:17]2)[N:26]1[CH2:25][CH2:24][CH2:23][CH2:27]1. Reactants: [N+](=O)([O-])C1=C2C(C=CC(C2=CC=C1)=O)=O (5-nitronaphthoquinone), C=CC=C (1,3-butadiene), ClC=C(Cl)Cl (trichloroethylene), [N+](=O)([O-])C1=C2C(C=CC(C2=CC=C1)=O)=O (5-nitronaphthoquinone), [N+](=O)([O-])C=1C=C2C(C=CC(C2=CC1)=O)=O (6-nitronaphthoquinone). Run in O (water). Conditions: time 2.5 hour. Yields the product [N+](=O)([O-])C1=C2C(C=3CCCCC3C(C2=CC=C1)=O)=O (5-nitrotetrahydroanthraquinone). The yield is 88.0%. RXN SMILES: [N+:1]([C:4]1[CH:13]=[CH:12][CH:11]=[C:10]2[C:5]=1[C:6](=[O:15])[CH:7]=[CH:8][C:9]2=[O:14])([O-:3])=[O:2].[N+]([C:19]1[CH:20]=C2C(=[CH:27][CH:28]=1)C(=O)C=CC2=O)([O-])=O.C=CC=C.ClC=C(Cl)Cl>O>[N+:1]([C:4]1[CH:13]=[CH:12][CH:11]=[C:10]2[C:5]=1[C:6](=[O:15])[C:7]1[CH2:20][CH2:19][CH2:28][CH2:27][C:8]=1[C:9]2=[O:14])([O-:3])=[O:2]. Reported procedure: 41.3 g of a crude 5-nitronaphthoquinone cake (having a water content of 40 wt% and a dry weight of 24.8 g, and comprised of 75 wt% of 5-nitronaphthoquinone and 15 wt% of 6-nitronaphthoquinone when determined under dried conditions), 13.1 g of 1,3-butadiene and 124 g of trichloroethylene were introduced into an autoclave. The autoclave was hermetically sealed and the reaction was effected at 80°C for 2.5 hours. Then, Example 1 was repeated to obtain 20.7 g of 5-nitrotetrahydroanthraquinone. The y... Starting materials: CNC, CCO, ClCCl, O=[N+]([O-])c1cccc(S(=O)(=O)CCO)c1. Yields the product CN(C)CCS(=O)(=O)c1cccc([N+](=O)[O-])c1. As a reaction SMILES: [CH3:16][NH:17][CH3:18].[CH3:19][CH2:20][OH:21].[Cl:22][CH2:23][Cl:24].[N+:1](=[O:2])([O-:3])[c:4]1[cH:5][c:6]([S:10](=[O:11])(=[O:12])[CH2:13][CH2:14][OH:15])[cH:7][cH:8][cH:9]1>>[N+:1](=[O:2])([O-:3])[c:4]1[cH:5][c:6]([S:10](=[O:11])(=[O:12])[CH2:13][CH2:14][N:17]([CH3:16])[CH3:18])[cH:7][cH:8][cH:9]1. Reactants: CCOC(=O)C(C)(C)CO, CI, CC#N. Yields the product CCOC(=O)C(C)(C)COC. RXN SMILES: [CH2:1]([CH3:2])[O:3][C:4]([C:5]([CH2:6][OH:7])([CH3:8])[CH3:9])=[O:10].[CH3:11][I:12].[CH3:13][C:14]#[N:15]>>[CH2:1]([CH3:2])[O:3][C:4]([C:5]([CH2:6][O:7][CH3:11])([CH3:8])[CH3:9])=[O:10]. Reactants: ClC1=CC=C(C=C1)OC(=O)N1CCC(CC1)C#CCCCCl (4-(5-Chloro-pent-1-ynyl)-piperidine-1-carboxylic acid 4-chloro-phenyl ester), [Na+].[I-] (NaI). The solvent is CC(CC)=O (butan-2-one). Run at temperature 80 celsius. Yields the product ClC1=CC=C(C=C1)OC(=O)N1CCC(CC1)C#CCCCI (4-(5-Iodo-pent-1-ynyl)-piperidine-1-carboxylic acid 4-chloro-phenyl ester). RXN SMILES: [Cl:1][C:2]1[CH:7]=[CH:6][C:5]([O:8][C:9]([N:11]2[CH2:16][CH2:15][CH:14]([C:17]#[C:18][CH2:19][CH2:20][CH2:21]Cl)[CH2:13][CH2:12]2)=[O:10])=[CH:4][CH:3]=1.[Na+].[I-:24]>CC(=O)CC>[Cl:1][C:2]1[CH:7]=[CH:6][C:5]([O:8][C:9]([N:11]2[CH2:16][CH2:15][CH:14]([C:17]#[C:18][CH2:19][CH2:20][CH2:21][I:24])[CH2:13][CH2:12]2)=[O:10])=[CH:4][CH:3]=1 |f:1.2|. Procedure: A solution of 733 mg (2.15 mmol) of 4-(5-Chloro-pent-1-ynyl)-piperidine-1-carboxylic acid 4-chloro-phenyl ester in 20 ml butan-2-one was treated with 650 mg of NaI (4.3 mmol) and heated at 80° C. for 48 h. Evaporation gave crude 4-(5-Iodo-pent-1-ynyl)-piperidine-1-carboxylic acid 4-chloro-phenyl ester, which was used directly for the next step, MS: 431 (M, 1Cl). Starting materials: ClC1=C(C=O)C(=CC=C1)F (2-chloro-6-fluoro-benzaldehyde), C(C)OC(CP(=O)(OCC)OCC)=O ((diethoxyphosphoryl)-acetic acid ethyl ester), [H-].[Na+] (sodium hydride). The solvent is O1CCCC1 (tetrahydrofuran), O1CCCC1 (tetrahydrofuran), O1CCCC1 (tetrahydrofuran). Run at temperature 50 celsius, time 20 minute. Yields the product C(C)OC(C=CC1=C(C=CC=C1F)Cl)=O (3-(2-chloro-6-fluoro-phenyl)-acrylic acid ethyl ester). As a reaction SMILES: [CH2:1]([O:3][C:4](=[O:14])[CH2:5]P(OCC)(OCC)=O)[CH3:2].[H-].[Na+].[Cl:17][C:18]1[CH:25]=[CH:24][CH:23]=[C:22]([F:26])[C:19]=1[CH:20]=O>O1CCCC1>[CH2:1]([O:3][C:4](=[O:14])[CH:5]=[CH:20][C:19]1[C:22]([F:26])=[CH:23][CH:24]=[CH:25][C:18]=1[Cl:17])[CH3:2] |f:1.2|. Procedure details: A solution of (diethoxyphosphoryl)-acetic acid ethyl ester (87 g, 0.39 mol) in tetrahydrofuran (100 mL) was slowly added to a suspension of sodium hydride (60% in mineral oil, 15 g, 0.39 mol) in tetrahydrofuran (200 mL) at 0° C. After stirring for 20 minutes, a solution of 2-chloro-6-fluoro-benzaldehyde (40 g, 0.26 mol) in tetrahydrofuran (100 mL) while maintaining the temperature at 0° C. The mixture was heated to 50° C. for 1 hour and then cooled to room temperature. The reaction was quenched ...